Dataset: the Open Reaction Database (ORD), a public repository of structured organic reaction records. Task: describe an organic reaction: reactants, conditions, products, and yield Reactants: BrC=1C=C(C(N(C1)C)=O)NC1=NC=C(C=C1)N1CCN(CC1)C(C)C (5-Bromo-3-(5-(4-isopropylpiperazin-1-yl)pyridin-2-ylamino)-1-methylpyridin-2(1H)-one), BrC=1N=C(C(N(C1)C)=O)NC=1C=C2CNCC2=CC1 (5-bromo-3-(isoindolin-5-ylamino)-1-methylpyrazin-2(1H)-one). Procedure: Following the procedures as described for 220a and starting with 336 mg of 5-bromo-3-(isoindolin-5-ylamino)-1-methylpyrazin-2(1H)-one, compound 231f was obtained as a yellow solid (237 mg, 75%). MS: [M+H]+ 337. 1H NMR (500 MHz, CDCl3) δ 8.31 (s, 1H), 7.67 (s, 1H), 7.52 (t, J=7.0, 1H), 7.18 (d, J=8.0, 1H), 6.74 (s, 1H), 3.94 (s, 2H), 3.89 (s, 2H), 3.52 (s, 3H), 2.60 (s, 3H). RXN SMILES: Br[C:2]1C=C(NC2C=CC(N3CCN(C(C)C)CC3)=CN=2)C(=O)N(C)C=1.[Br:26][C:27]1[N:28]=[C:29]([NH:35][C:36]2[CH:37]=[C:38]3[C:42](=[CH:43][CH:44]=2)[CH2:41][NH:40][CH2:39]3)[C:30](=[O:34])[N:31]([CH3:33])[CH:32]=1>>[Br:26][C:27]1[N:28]=[C:29]([NH:35][C:36]2[CH:37]=[C:38]3[C:42](=[CH:43][CH:44]=2)[CH2:41][N:40]([CH3:2])[CH2:39]3)[C:30](=[O:34])[N:31]([CH3:33])[CH:32]=1. Isolated yield 75.0%. Product: BrC=1N=C(C(N(C1)C)=O)NC=1C=C2CN(CC2=CC1)C (5-Bromo-1-methyl-3-(2-methylisoindolin-5-ylamino)pyrazin-2(1H)-one), solid. The reactants are C1(=CC=CC=C1)C(N[C@H](C)C1=CC(=CC=C1)F)C1=CC(=CC=C1)[N+](=O)[O-] (N-[phenyl-(3-nitrophenyl)methyl]-N-[(R)-1-(3-fluorophenyl)ethyl)amine), [BH4-].[Na+] (sodium borohydride). Reagents/catalysts: O.O.O.O.O.O.[Ni](Cl)Cl (nickel chloride hexahydrate). The product is C1(=CC=CC=C1)C(C=1C=C(C=CC1)N)N[C@H](C)C1=CC(=CC=C1)F (3-{Phenyl-[(R)-1-(3-fluorophenyl)ethylamino]methyl}phenylamine). The yield is 92.6%. Reaction SMILES: [C:1]1([CH:7]([C:18]2[CH:23]=[CH:22][CH:21]=[C:20]([N+:24]([O-])=O)[CH:19]=2)[NH:8][C@@H:9]([C:11]2[CH:16]=[CH:15][CH:14]=[C:13]([F:17])[CH:12]=2)[CH3:10])[CH:6]=[CH:5][CH:4]=[CH:3][CH:2]=1.[BH4-].[Na+]>O.O.O.O.O.O.[Ni](Cl)Cl>[C:1]1([CH:7]([NH:8][C@@H:9]([C:11]2[CH:16]=[CH:15][CH:14]=[C:13]([F:17])[CH:12]=2)[CH3:10])[C:18]2[CH:19]=[C:20]([NH2:24])[CH:21]=[CH:22][CH:23]=2)[CH:2]=[CH:3][CH:4]=[CH:5][CH:6]=1 |f:1.2,3.4.5.6.7.8.9|. Reported procedure: Following a procedure similar to that described in Example (1b), 1.37 g of N-[phenyl-(3-nitrophenyl)methyl]-N-[(R)-1-(3-fluorophenyl)ethyl)amine [prepared as described in step (a) above], 2.14 g of nickel chloride hexahydrate and 623 mg of sodium borohydride were reacted, to obtain 1.16 g of the title compound as a yellow oil. Reactants: C1=C(C=CC=2C3=CC=CC=C3CC12)OC (fluoren-2-yl-methyl ether), C(C)(=O)Cl.[Al+3].[Cl-].[Cl-].[Cl-] (acetyl chloride AlCl3). Yields the product COC1=CC=C2C=3C=CC(=CC3CC2=C1)C(C)=O (1-(7-Methoxy-fluoren-2-yl)-ethanone). Reaction SMILES: [CH:1]1[C:13]2[CH2:12][C:11]3[C:6](=[CH:7][CH:8]=[CH:9][CH:10]=3)[C:5]=2[CH:4]=[CH:3][C:2]=1[O:14][CH3:15].[C:16](Cl)(=[O:18])[CH3:17].[Al+3].[Cl-].[Cl-].[Cl-]>>[CH3:15][O:14][C:2]1[CH:1]=[C:13]2[C:5]([C:6]3[CH:7]=[CH:8][C:9]([C:16](=[O:18])[CH3:17])=[CH:10][C:11]=3[CH2:12]2)=[CH:4][CH:3]=1 |f:1.2.3.4.5|. Procedure: 1-(7-Methoxy-fluoren-2-yl)-ethanone is prepared by the acylation of fluoren-2-yl-methyl ether with acetyl chloride/AlCl3 according to Kajigaeshi, et al., Bull. Chem. Soc. Jpn., 52, 3569-3572 (1979) or Gray et al, J. Chem Soc., 1955; 2686-2688, both of which are incorporated herein by reference. Reactants: CCCCNCc1ccc(-c2ccccc2C#N)cc1, CC1(C)CC(=O)OC1=O, C1COCCO1. Yields the product CCCCN(Cc1ccc(-c2ccccc2C#N)cc1)C(=O)CC(C)(C)C(=O)O. As a reaction SMILES: [CH2:1]([CH2:2][CH2:3][CH3:4])[NH:5][CH2:6][c:7]1[cH:8][cH:9][c:10](-[c:13]2[c:14]([C:19]#[N:20])[cH:15][cH:16][cH:17][cH:18]2)[cH:11][cH:12]1.[CH3:21][C:22]1([CH3:29])[C:23](=[O:24])[O:25][C:26](=[O:28])[CH2:27]1.[O:30]1[CH2:31][CH2:32][O:33][CH2:34][CH2:35]1>>[CH2:1]([CH2:2][CH2:3][CH3:4])[N:5]([CH2:6][c:7]1[cH:8][cH:9][c:10](-[c:13]2[c:14]([C:19]#[N:20])[cH:15][cH:16][cH:17][cH:18]2)[cH:11][cH:12]1)[C:26]([CH2:27][C:22]([CH3:21])([C:23](=[O:24])[OH:25])[CH3:29])=[O:28]. Starting materials: CCOc1c(-c2cccc3sc(C(C)=O)cc23)cc(C(C)C)cc1C(C)C, CCOC(=O)CP(=O)(OCC)OCC, [H-], [Na+], CN(C)C=O, O. Product: CCOC(=O)C=C(C)c1cc2c(-c3cc(C(C)C)cc(C(C)C)c3OCC)cccc2s1. As a reaction SMILES: [C:17]([CH3:18])(=[O:19])[c:20]1[cH:21][c:22]2[c:23]([s:24]1)[cH:25][cH:26][cH:27][c:28]2-[c:29]1[c:30]([O:41][CH2:42][CH3:43])[c:31]([CH:38]([CH3:39])[CH3:40])[cH:32][c:33]([CH:35]([CH3:36])[CH3:37])[cH:34]1.[CH3:3][CH2:4][O:5][C:6](=[O:7])[CH2:8][P:9]([O:10][CH2:11][CH3:12])([O:13][CH2:14][CH3:15])=[O:16].[H-:2].[Na+:1].[O:45]=[CH:46][N:47]([CH3:48])[CH3:49].[OH2:44]>>[CH3:3][CH2:4][O:5][C:6](=[O:7])[CH:8]=[C:17]([CH3:18])[c:20]1[cH:21][c:22]2[c:23]([s:24]1)[cH:25][cH:26][cH:27][c:28]2-[c:29]1[c:30]([O:41][CH2:42][CH3:43])[c:31]([CH:38]([CH3:39])[CH3:40])[cH:32][c:33]([CH:35]([CH3:36])[CH3:37])[cH:34]1.